Dataset: the Open Reaction Database (ORD), a public repository of structured organic reaction records. Task: describe an organic reaction: reactants, conditions, products, and yield The reactants are COc1ccccc1, CN(C)CCNc1ncc(C2=C(NC(=O)CC(=O)OC(c3ccccc3)c3ccccc3)N3C(=O)C(Sc4ccc(Cl)c(Cl)c4)C3SC2)s1, O=CO. Product: CN(C)CCNc1ncc(C2=C(NC(=O)CC(=O)O)N3C(=O)C(Sc4ccc(Cl)c(Cl)c4)C3SC2)s1. Reaction SMILES: [CH3:50][O:51][c:52]1[cH:53][cH:54][cH:55][cH:56][cH:57]1.[CH:1]([c:2]1[cH:3][cH:4][cH:5][cH:6][cH:7]1)([c:8]1[cH:9][cH:10][cH:11][cH:12][cH:13]1)[O:14][C:15](=[O:16])[CH2:17][C:18](=[O:19])[NH:20][C:21]1=[C:28]([c:29]2[cH:30][n:31][c:32]([NH:34][CH2:35][CH2:36][N:37]([CH3:38])[CH3:39])[s:33]2)[CH2:27][S:26][CH:25]2[N:22]1[C:23](=[O:49])[CH:24]2[S:40][c:41]1[cH:42][c:43]([Cl:48])[c:44]([Cl:47])[cH:45][cH:46]1.[CH:58]([OH:59])=[O:60]>>[O:14]=[C:15]([OH:16])[CH2:17][C:18](=[O:19])[NH:20][C:21]1=[C:28]([c:29]2[cH:30][n:31][c:32]([NH:34][CH2:35][CH2:36][N:37]([CH3:38])[CH3:39])[s:33]2)[CH2:27][S:26][CH:25]2[N:22]1[C:23](=[O:49])[CH:24]2[S:40][c:41]1[cH:42][c:43]([Cl:48])[c:44]([Cl:47])[cH:45][cH:46]1. Run in C(C)OCC (diethyl ether). Product: ClC1=CC=C(C=N1)C(C(C(=O)OCC)CC1=CC(=CC=C1)OC(C(F)F)(F)F)O (ethyl (2RS,3RS)-3-(6-chloropyridin-3-yl)-3-hydroxy-2-[3-(1,1,2,2-tetrafluoroethoxy)benzyl]propionate). RXN SMILES: [Cl:1][C:2]1[N:7]=[CH:6][C:5]([C:8](=[O:29])[CH:9]([CH2:15][C:16]2[CH:21]=[CH:20][CH:19]=[C:18]([O:22][C:23]([F:28])([F:27])[CH:24]([F:26])[F:25])[CH:17]=2)[C:10]([O:12][CH2:13][CH3:14])=[O:11])=[CH:4][CH:3]=1.Cl>C(OCC)C.[BH4-].[Zn+2].[BH4-]>[Cl:1][C:2]1[N:7]=[CH:6][C:5]([CH:8]([OH:29])[CH:9]([CH2:15][C:16]2[CH:21]=[CH:20][CH:19]=[C:18]([O:22][C:23]([F:27])([F:28])[CH:24]([F:25])[F:26])[CH:17]=2)[C:10]([O:12][CH2:13][CH3:14])=[O:11])=[CH:4][CH:3]=1 |f:3.4.5|. The reagents and catalysts are [BH4-].[Zn+2].[BH4-] (zinc borohydride). Conditions: time 20 minute. The reactants are ClC1=CC=C(C=N1)C(C(C(=O)OCC)CC1=CC(=CC=C1)OC(C(F)F)(F)F)=O (ethyl 3-(6-chloropyridin-3-yl)-3-oxo-2-[3-(1,1,2,2-tetrafluoroethoxy)benzyl]propionate), Cl (hydrochloric acid). Procedure details: While stirring zinc chloride (10.8 g, 79.0 mmol) in diethyl ether (50 ml), sodium borohydride (5.98 g, 158 mmol) was added at room temperature, and the mixture was stirred as it was for 2 hrs. The insoluble material in the mixture was removed by filtration and washed with diethyl ether to give a solution of zinc borohydride in diethyl ether. To the obtained solution was added a solution of ethyl 3-(6-chloropyridin-3-yl)-3-oxo-2-[3-(1,1,2,2-tetrafluoroethoxy)benzyl]propionate (17.14 g, 39.51 mmol... Run in CN(C)C=O (DMF), CCOC(=O)C (EtOAc). Procedure details: A mixture of 4-nitro-N-(2-trifluoromethyl-phenyl)-benzenesulfonamide (1.90 g, 5.49 mmol), 1-bromo-2-methyl propane (1.19 mL, 10.97 mmol) and K2CO3 (1.51 g, 10.97 mmol) in DMF (20 mL) was heated at 100° C. for 18 hours. The cooled mixture was diluted with EtOAc, washed with water and brine, dried over Na2SO4 and concentrated under vacuum. Purification by silica gel column chromatography (0-30% EtOAc in cyclohexane) gave N-isobutyl-4-nitro-N-(2-trifluoromethyl-phenyl)-benzenesulfonamide (1.69 g, 7... Run at temperature 100 celsius. Reactants: [N+](=O)([O-])C1=CC=C(C=C1)S(=O)(=O)NC1=C(C=CC=C1)C(F)(F)F (4-nitro-N-(2-trifluoromethyl-phenyl)-benzenesulfonamide), BrCC(C)C (1-bromo-2-methyl propane), C(=O)([O-])[O-].[K+].[K+] (K2CO3). The product is C(C(C)C)N(S(=O)(=O)C1=CC=C(C=C1)[N+](=O)[O-])C1=C(C=CC=C1)C(F)(F)F (N-isobutyl-4-nitro-N-(2-trifluoromethyl-phenyl)-benzenesulfonamide). As a reaction SMILES: [N+:1]([C:4]1[CH:9]=[CH:8][C:7]([S:10]([NH:13][C:14]2[CH:19]=[CH:18][CH:17]=[CH:16][C:15]=2[C:20]([F:23])([F:22])[F:21])(=[O:12])=[O:11])=[CH:6][CH:5]=1)([O-:3])=[O:2].Br[CH2:25][CH:26]([CH3:28])[CH3:27].C([O-])([O-])=O.[K+].[K+]>CN(C=O)C.CCOC(C)=O>[CH2:25]([N:13]([C:14]1[CH:19]=[CH:18][CH:17]=[CH:16][C:15]=1[C:20]([F:23])([F:21])[F:22])[S:10]([C:7]1[CH:8]=[CH:9][C:4]([N+:1]([O-:3])=[O:2])=[CH:5][CH:6]=1)(=[O:11])=[O:12])[CH:26]([CH3:28])[CH3:27] |f:2.3.4|. Yield: 76.5%.